Task: describe an organic reaction: reactants, conditions, products, and yield. Dataset: the Open Reaction Database (ORD), a public repository of structured organic reaction records The reactants are N (ammonia), C(C)N1C(=C(C2=CC=CC=C12)C(=O)C1=C(C=CC=C1)C(=O)O)C ((1-ethyl-2-methylindol-3-yl) (2-carboxyphenyl)ketone), CC=1C(=CN2C=CC=CC12)C1=CC2=CC=CC=C2C=C1 (1-methyl-2-(2-naphthyl) indolizine), C(C)(=O)OC(C)=O (acetic anhydride). Solvent: C1(=CC=CC=C1)C (toluene). Yields the product C(C)N1C(=C(C2=CC=CC=C12)C1(OC(=O)C2=CC=CC=C12)C1=CC(=C2C=CC=CN12)C1=C(C2=CC=CC=C2C=C1)C)C (3-(1-ethyl-2-methylindol-3-yl)-3-(1-methyl-2-naphthylindolizin-3-yl)phthalide). Reaction SMILES: [CH2:1]([N:3]1[C:11]2[C:6](=[CH:7][CH:8]=[CH:9][CH:10]=2)[C:5]([C:12]([C:14]2[CH:19]=[CH:18][CH:17]=[CH:16][C:15]=2[C:20](O)=[O:21])=[O:13])=[C:4]1[CH3:23])[CH3:2].C[C:25]1[C:26]([C:34]2[CH:43]=[CH:42][C:41]3[C:36](=[CH:37][CH:38]=[CH:39][CH:40]=3)C=2)=[CH:27][N:28]2[C:33]=1[CH:32]=[CH:31][CH:30]=[CH:29]2.C(O[C:48](=O)[CH3:49])(=O)C.N>C1(C)C=CC=CC=1>[CH2:1]([N:3]1[C:11]2[C:6](=[CH:7][CH:8]=[CH:9][CH:10]=2)[C:5]([C:12]2([C:33]3[N:28]4[C:27]([CH:32]=[CH:31][CH:30]=[CH:29]4)=[C:26]([C:34]4[CH:43]=[CH:42][C:41]5[C:40](=[CH:39][CH:38]=[CH:37][CH:36]=5)[C:48]=4[CH3:49])[CH:25]=3)[C:14]3[C:15](=[CH:16][CH:17]=[CH:18][CH:19]=3)[C:20](=[O:21])[O:13]2)=[C:4]1[CH3:23])[CH3:2]. Procedure details: A mixture of 3.0 grams of (1-ethyl-2-methylindol-3-yl) (2-carboxyphenyl)ketone, 2.5 grams of 1-methyl-2-(2-naphthyl) indolizine and 10 ml. of acetic anhydride was heated at 39° C. for about two hours. The resulting solution was cooled and added to a mixture of ice, toluene and ammonia. The toluene layer was separated, dried, treated with charcoal and filtered. Petroleum ether was added and after fractional precipitation a crystalline product was obtained and recrystallized from a toluene-heptane...